Dataset: the Open Reaction Database (ORD), a public repository of structured organic reaction records. Task: describe an organic reaction: reactants, conditions, products, and yield Starting materials: ClC=1C=C(C=CC1Cl)C=CCO (3-(3,4-dichlorophenyl)-2-propene-1-ol), N1=CC=CC=C1 (pyridine), Cl (HCl), CC(=O)Cl (CH3COCl). The reagents and catalysts are CN(C)C1=NC=CC=C1 (dimethylaminopyridine). The solvent is C(Cl)Cl (CH2Cl2). Run at temperature 23 celsius. The product is C(C)(=O)OCC=CC1=CC(=C(C=C1)Cl)Cl (3-(3,4-dichlorophenyl)-2-propene-1-ol acetate). Isolated yield 96.8%. RXN SMILES: [Cl:1][C:2]1[CH:3]=[C:4]([CH:9]=[CH:10][CH2:11][OH:12])[CH:5]=[CH:6][C:7]=1[Cl:8].N1C=CC=CC=1.[CH3:19][C:20](Cl)=[O:21].Cl>C(Cl)Cl.CN(C1C=CC=CN=1)C>[C:20]([O:12][CH2:11][CH:10]=[CH:9][C:4]1[CH:5]=[CH:6][C:7]([Cl:8])=[C:2]([Cl:1])[CH:3]=1)(=[O:21])[CH3:19]. Procedure: Treat a solution of the product of step 2 (13.2 g, 65 mmol) in CH2Cl2 (250 mL) at 0° C. with pyridine (7.89 mL, 97.5 mmol, 1.5 eq) and dimethylaminopyridine (397 mg, 3.25 0.05 eq), followed by CH3COCl (6.48 mL, 74.75 mmol, 1.15 eq). Allow the mixture to warm to 23° C., pour into 1M HCl (100 mL) and wash the resulting organic layer again with 1 M HCl (100 mL), followed by water (5×100 mL; pH=6.5-7). Dry the organic layer (Na2SO4) and concentrate to obtain 15.4 g (62.9 mmol, 97%) of 3-(3,4-dichlor... Reactants: N#CC1(N(Cc2ccccc2)Cc2ccccc2)COC1, c1ccc(CNCc2ccccc2)cc1, C[Si](C)(C)C#N, CO, O=C1COC1. Yields the product NCC1(N(Cc2ccccc2)Cc2ccccc2)COC1. RXN SMILES: [CH2:1]([c:2]1[cH:3][cH:4][cH:5][cH:6][cH:7]1)[N:8]([C:9]1([C:13]#[N:14])[CH2:10][O:11][CH2:12]1)[CH2:15][c:16]1[cH:17][cH:18][cH:19][cH:20][cH:21]1.[CH2:27]([NH:28][CH2:29][c:30]1[cH:31][cH:32][cH:33][cH:34][cH:35]1)[c:36]1[cH:37][cH:38][cH:39][cH:40][cH:41]1.[CH3:42][Si:43]([C:44]#[N:45])([CH3:46])[CH3:47].[CH3:48][OH:49].[O:22]1[CH2:23][C:24](=[O:25])[CH2:26]1>>[CH2:1]([c:2]1[cH:3][cH:4][cH:5][cH:6][cH:7]1)[N:8]([C:9]1([CH2:13][NH2:14])[CH2:10][O:11][CH2:12]1)[CH2:15][c:16]1[cH:17][cH:18][cH:19][cH:20][cH:21]1. Starting materials: O=C(O)c1ccc(Cl)cc1, Cl, Cl, Cl, NC1CCC(CCN2CCN(c3nccc4c3OCC4)CC2)CC1. Product: O=C(NC1CCC(CCN2CCN(c3nccc4c3OCC4)CC2)CC1)c1ccc(Cl)cc1. Reaction SMILES: [Cl:28][c:29]1[cH:30][cH:31][c:32]([C:33](=[O:34])[OH:35])[cH:36][cH:37]1.[ClH:1].[ClH:2].[ClH:3].[O:4]1[CH2:5][CH2:6][c:7]2[c:8]1[c:9]([N:13]1[CH2:14][CH2:15][N:16]([CH2:19][CH2:20][CH:21]3[CH2:22][CH2:23][CH:24]([NH2:27])[CH2:25][CH2:26]3)[CH2:17][CH2:18]1)[n:10][cH:11][cH:12]2>>[O:4]1[CH2:5][CH2:6][c:7]2[c:8]1[c:9]([N:13]1[CH2:14][CH2:15][N:16]([CH2:19][CH2:20][CH:21]3[CH2:22][CH2:23][CH:24]([NH:27][C:33]([c:32]4[cH:31][cH:30][c:29]([Cl:28])[cH:37][cH:36]4)=[O:34])[CH2:25][CH2:26]3)[CH2:17][CH2:18]1)[n:10][cH:11][cH:12]2. Reactants: OC1=C(C(=O)C2=CC=CC=C2)C=CC(=C1)O (2,4-dihydroxybenzophenone), C(C(C)(C)C)(=O)Cl (pivaloyl chloride). Solvent: N1=CC=CC=C1 (pyridine). Product: C(C(C)(C)C)(=O)OC1=C(C(=O)C2=CC=CC=C2)C=CC(=C1)OC(C(C)(C)C)=O (2,4-dipivaloyloxybenzophenone). RXN SMILES: [OH:1][C:2]1[CH:15]=[C:14]([OH:16])[CH:13]=[CH:12][C:3]=1[C:4]([C:6]1[CH:11]=[CH:10][CH:9]=[CH:8][CH:7]=1)=[O:5].[C:17](Cl)(=[O:22])[C:18]([CH3:21])([CH3:20])[CH3:19]>N1C=CC=CC=1>[C:17]([O:1][C:2]1[CH:15]=[C:14]([O:16][C:17](=[O:22])[C:18]([CH3:21])([CH3:20])[CH3:19])[CH:13]=[CH:12][C:3]=1[C:4]([C:6]1[CH:11]=[CH:10][CH:9]=[CH:8][CH:7]=1)=[O:5])(=[O:22])[C:18]([CH3:21])([CH3:20])[CH3:19]. Procedure: 2,4-dihydroxybenzophenone 1 g (0.005 mole) was warmed to 50° C. with 1.25 g (0.015 mole) of pivaloyl chloride and 30 mls of dry pyridine solvent removed by rotary evaporation H2O+EtOAc+Et2O added and stirred. Layers were separated and the organic layer was washed with 5% K2CO3, then H2O, then dried over Na2SO4. Solvent was removed after filtration via rotary evaporator. The resulting oily residue was placed on top of a 15 g florisil column and eluted with toluene. Product isolated by removal of ... The reactants are O=C1CCC(=O)N1Br, CC(=O)[O-], CCOC(C)=O, CC#N, Cc1cc(F)cc(N(C)C)c1, [NH4+]. Yields the product Cc1cc(N(C)C)cc(F)c1Br. As a reaction SMILES: [Br:17][N:18]1[C:19](=[O:20])[CH2:21][CH2:22][C:23]1=[O:24].[CH3:13][C:14](=[O:15])[O-:16].[CH3:25][CH2:26][O:27][C:28]([CH3:29])=[O:30].[CH3:31][C:32]#[N:33].[F:1][c:2]1[cH:3][c:4]([N:9]([CH3:10])[CH3:11])[cH:5][c:6]([CH3:8])[cH:7]1.[NH4+:12]>>[F:1][c:2]1[cH:3][c:4]([N:9]([CH3:10])[CH3:11])[cH:5][c:6]([CH3:8])[c:7]1[Br:17]. Reactants: [H-].[Na+] (sodium hydride), [I-].C[S+](C)C (trimethylsulphonium iodide), ClC1=CC=C(OCC(=O)C2=CC=C(S2)Br)C=C1 (2-bromo-thien-5-yl 4-chlorophenoxymethyl ketone). The solvent is CS(=O)C (dimethyl sulphoxide), CS(=O)C (dimethyl sulphoxide). Reaction conditions: time 30 minute. The product is BrC=1SC(=CC1)C1(OC1)COC1=CC=C(C=C1)Cl (2-(2-bromo-thien-5-yl)-2-(4-chlorophenoxymethyl)-oxirane). Reaction SMILES: [H-].[Na+].[I-].[CH3:4][S+](C)C.[Cl:8][C:9]1[CH:24]=[CH:23][C:12]([O:13][CH2:14][C:15]([C:17]2[S:21][C:20]([Br:22])=[CH:19][CH:18]=2)=[O:16])=[CH:11][CH:10]=1>CS(C)=O>[Br:22][C:20]1[S:21][C:17]([C:15]2([CH2:14][O:13][C:12]3[CH:11]=[CH:10][C:9]([Cl:8])=[CH:24][CH:23]=3)[CH2:4][O:16]2)=[CH:18][CH:19]=1 |f:0.1,2.3|. Reported procedure: 1.5 g (0.05 mol) of 80% strength sodium hydride are added in portions to a suspension of 11 g (0.05 mol) of trimethylsulphonium iodide in 100 ml of dimethyl sulphoxide under a nitrogen atmosphere, and the mixture is stirred for a further 30 minutes at room temperature. A solution of 15.5 g (0.046 mol) of 2-bromo-thien-5-yl 4-chlorophenoxymethyl ketone in a small amount of dimethyl sulphoxide is then added dropwise, and the mixture is heated to 6O° C. for 1 hour. The reaction mixture is then pour...